From a dataset of the Open Reaction Database (ORD), a public repository of structured organic reaction records. describe an organic reaction: reactants, conditions, products, and yield Reactants: C(#N)C=1CN(CCC1)C (3-Cyano-1-methyl-1,2,5,6-tetrahydropyridine), ClC(=O)OCC (ethyl chloroformate), C([O-])([O-])=O.[K+].[K+] (potassium carbonate). The solvent is ClC(C)(Cl)Cl (1,1,1-trichloroethane). Product: C(#N)C=1CNCC(C1)C(=O)OCC (Ethyl 3-Cyano-1,2,5,6-tetrahydropyridine-5-carboxylate). RXN SMILES: [C:1]([C:3]1[CH2:4][N:5](C)[CH2:6][CH2:7][CH:8]=1)#[N:2].Cl[C:11]([O:13][CH2:14][CH3:15])=[O:12].C(=O)([O-])[O-].[K+].[K+]>ClC(Cl)(Cl)C>[C:1]([C:3]1[CH2:4][NH:5][CH2:6][CH:7]([C:11]([O:13][CH2:14][CH3:15])=[O:12])[CH:8]=1)#[N:2] |f:2.3.4|. Procedure: A mixture of 3 (23.9 g, 0.2 mol), ethyl chloroformate (25 g, 0.23 mol) and potassium carbonate (30 g, 0.22 mol) in 1,1,1-trichloroethane (200 ml) was refluxed overnight. Reactants: O=C1CCC(=O)N1Br, CO, Cc1c(-c2ccnc3cc(Cl)ccc23)c2cc(Cl)ccc2n1CC(=O)O, CN(C)C=O. Product: COCc1c(-c2ccnc3cc(Cl)ccc23)c2cc(Cl)ccc2n1CC(=O)O. RXN SMILES: [Br:1][N:2]1[C:5](=[O:8])[CH2:4][CH2:3][C:6]1=[O:7].[CH3:40][OH:41].[Cl:9][c:10]1[cH:11][c:12]2[c:13](-[c:24]3[cH:25][cH:26][n:27][c:28]4[cH:29][c:30]([Cl:34])[cH:31][cH:32][c:33]34)[c:14]([CH3:23])[n:15]([CH2:19][C:20](=[O:21])[OH:22])[c:16]2[cH:17][cH:18]1.[O:35]=[CH:36][N:37]([CH3:38])[CH3:39]>>[CH3:6][O:7][CH2:23][c:14]1[c:13](-[c:24]2[cH:25][cH:26][n:27][c:28]3[cH:29][c:30]([Cl:34])[cH:31][cH:32][c:33]23)[c:12]2[cH:11][c:10]([Cl:9])[cH:18][cH:17][c:16]2[n:15]1[CH2:19][C:20](=[O:21])[OH:22]. Starting materials: CCOC(C)=O, Cl, O, CNC(=O)c1ccc2cc(C(O)(CC(=O)OC)c3cn(C(c4ccccc4)(c4ccccc4)c4ccccc4)cn3)ccc2c1. The product is CNC(=O)c1ccc2cc(C(O)(CCO)c3cn(C(c4ccccc4)(c4ccccc4)c4ccccc4)cn3)ccc2c1. RXN SMILES: [CH3:48][CH2:49][O:50][C:51](=[O:52])[CH3:53].[ClH:47].[OH2:46].[OH:1][C:2]([CH2:3][C:4](=[O:5])[O:6][CH3:7])([c:8]1[n:9][cH:10][n:11]([C:13]([c:14]2[cH:15][cH:16][cH:17][cH:18][cH:19]2)([c:20]2[cH:21][cH:22][cH:23][cH:24][cH:25]2)[c:26]2[cH:27][cH:28][cH:29][cH:30][cH:31]2)[cH:12]1)[c:32]1[cH:33][c:34]2[cH:35][cH:36][c:37]([C:42](=[O:43])[NH:44][CH3:45])[cH:38][c:39]2[cH:40][cH:41]1>>[OH:1][C:2]([CH2:3][CH2:4][OH:5])([c:8]1[n:9][cH:10][n:11]([C:13]([c:14]2[cH:15][cH:16][cH:17][cH:18][cH:19]2)([c:20]2[cH:21][cH:22][cH:23][cH:24][cH:25]2)[c:26]2[cH:27][cH:28][cH:29][cH:30][cH:31]2)[cH:12]1)[c:32]1[cH:33][c:34]2[cH:35][cH:36][c:37]([C:42](=[O:43])[NH:44][CH3:45])[cH:38][c:39]2[cH:40][cH:41]1. Starting materials: C[C@]1(CC=C[C@H]2COC(N2CCSC=2SC=C(C(O1)=O)N2)=O)CCCC(F)(F)F ((9S,13R)-13-methyl-13-(4,4,4-trifluorobutyl)-7,14-dioxa-2,18-dithia-5,19-diazatricyclo[14.2.1.05,9]nonadeca-1(19),10,16-triene-6,15-dione), compound 7, O1CCCC1 (tetrahydrofuran). The solvent is CO (methanol). Yields the product O=C1OC[C@@H](N1CCSC=1SC=C(N1)C(=O)O)\C=C\C[C@](CCCC(F)(F)F)(C)O (2-[(2-{(4S)-2-oxo-4-[(1E,4R)-8,8,8-trifluoro-4-hydroxy-4-methyl-1-octenyl]-1,3-oxazolidin-3-yl}ethyl)sulfanyl]-1,3-thiazole-4-carboxylic acid). RXN SMILES: [CH3:1][C@:2]1([CH2:23][CH2:24][CH2:25][C:26]([F:29])([F:28])[F:27])[O:19][C:18](=[O:20])[C:17]2[N:21]=[C:14]([S:15][CH:16]=2)[S:13][CH2:12][CH2:11][N:10]2[C@H:6]([CH2:7][O:8][C:9]2=[O:22])[CH:5]=[CH:4][CH2:3]1.[O:30]1CCCC1>CO>[O:22]=[C:9]1[N:10]([CH2:11][CH2:12][S:13][C:14]2[S:15][CH:16]=[C:17]([C:18]([OH:19])=[O:20])[N:21]=2)[C@@H:6](/[CH:5]=[CH:4]/[CH2:3][C@@:2]([OH:30])([CH3:1])[CH2:23][CH2:24][CH2:25][C:26]([F:27])([F:29])[F:28])[CH2:7][O:8]1. Procedure details: By the same procedure as the reaction of Example 8 using the compound 64-1 (Less polar) instead of the compound 7 and using a mixture of tetrahydrofuran and methanol instead of methanol, the title compound having the following physical data was obtained. Starting materials: I.CSC(NC1=C(C=CC(=C1)C)N1CCOCC1)=NC (2-methyl-1-(5-methyl-2-morpholinophenyl)-3-methyl-2-thiopseudourea hydroiodide), C(CCC)N (n-butylamine), O.O.O.C(C)(=O)[O-].[Pb+2].C(C)(=O)[O-] (Lead acetate trihydrate). Run in C(C)O (ethanol). The product is C(CCC)NC(=NC1=C(C=C(C=C1)C)N1CCOCC1)NC (1-(n-butyl)-2-(4-methyl-2-morpholinophenyl)-3-methylguanidine). RXN SMILES: I.CS[C:4](=[N:19][CH3:20])[NH:5][C:6]1[CH:11]=[C:10](C)[CH:9]=[CH:8][C:7]=1[N:13]1[CH2:18][CH2:17][O:16][CH2:15][CH2:14]1.[CH2:21]([NH2:25])[CH2:22][CH2:23][CH3:24].O.O.O.[C:29]([O-])(=O)C.[Pb+2].C([O-])(=O)C>C(O)C>[CH2:21]([NH:25][C:4]([NH:19][CH3:20])=[N:5][C:6]1[CH:11]=[CH:10][C:9]([CH3:29])=[CH:8][C:7]=1[N:13]1[CH2:14][CH2:15][O:16][CH2:17][CH2:18]1)[CH2:22][CH2:23][CH3:24] |f:0.1,3.4.5.6.7.8|. Procedure: A mixture of 2-methyl-1-(5-methyl-2-morpholinophenyl)-3-methyl-2-thiopseudourea hydroiodide (12.2 g prepared as described in Example 227), n-butylamine (2.4 g) and ethanol (80 ml) was stored at ambient temperature of 4 months. Lead acetate trihydrate (9 g) was then added and the mixture heated under reflux for one hour to yield 1-(n-butyl)-2-(4-methyl-2-morpholinophenyl)-3-methylguanidine which was converted into its monofumarate salt (m.p. 150° C.) which was recrystallised from a 1:2 mixture of...